From a dataset of the Open Reaction Database (ORD), a public repository of structured organic reaction records. describe an organic reaction: reactants, conditions, products, and yield The reactants are C(=O)(O)C=1OC(=CC(C1)=O)C(=O)O (2,6-dicarboxy-4-pyrone), C1(CC1)N (cyclopropylamine). Solvent: CO (MeOH). Yields the product C1(CC1)N1C=CC(C=C1)=O (1-cyclopropyl-4-pyridone). RXN SMILES: C([C:4]1O[C:6](C(O)=O)=[CH:7][C:8](=[O:10])[CH:9]=1)(O)=O.[CH:14]1([NH2:17])[CH2:16][CH2:15]1>CO>[CH:14]1([N:17]2[CH:4]=[CH:9][C:8](=[O:10])[CH:7]=[CH:6]2)[CH2:16][CH2:15]1. Procedure: The starting material may be obtained as follows. A solution of 2,6-dicarboxy-4-pyrone (10.0 g.) and cyclopropylamine (3.8 ml.) in MeOH (300 ml.) was stirred at room temperature overnight. The precipitated salt was filtered off, dried under vacuum and heated to 200° for 30 minutes. The resulting black gum was extracted with methylene chloride (3×150 ml.). The extracts were concentrated and purified by chromatography on Kieselgel 60 (100 g.) using methylene chloride/MeOH 100:0 to 80:20 v/v to giv... The reactants are C=CCN1CC(C)N(C(c2cccc(O)c2)c2cccc(C(=O)N(CC)CC)c2)CC1C, CO, Cl. The product is CCN(CC)C(=O)c1cccc(C(c2cccc(O)c2)N2CC(C)NCC2C)c1. Reaction SMILES: [CH2:2]([CH:3]=[CH2:4])[N:5]1[CH2:6][CH:7]([CH3:33])[N:8]([CH:12]([c:13]2[cH:14][c:15]([OH:19])[cH:16][cH:17][cH:18]2)[c:20]2[cH:21][c:22]([C:23](=[O:24])[N:25]([CH2:26][CH3:27])[CH2:28][CH3:29])[cH:30][cH:31][cH:32]2)[CH2:9][CH:10]1[CH3:11].[CH3:34][OH:35].[ClH:1]>>[NH:5]1[CH2:6][CH:7]([CH3:33])[N:8]([CH:12]([c:13]2[cH:14][c:15]([OH:19])[cH:16][cH:17][cH:18]2)[c:20]2[cH:21][c:22]([C:23](=[O:24])[N:25]([CH2:26][CH3:27])[CH2:28][CH3:29])[cH:30][cH:31][cH:32]2)[CH2:9][CH:10]1[CH3:11]. Starting materials: C(C)(C)(C)NS(=O)(=O)C (N-tert-butylmethanesulfonamide), BrCCCO[Si](C)(C)C(C)(C)C (1-Bromo-3-(tert-butyldimethylsilyloxy)propane), C(C)(C)NC(C)C (diisopropylamine), solution, C(CCC)[Li] (1-butyllithium). Solvent: O1CCCC1 (tetrahydrofuran), O1CCCC1 (tetrahydrofuran), CCCCCC (n-hexane). Conditions: temperature -60 celsius, time 30 minute. Product: C(C)(C)(C)NS(=O)(=O)CCCCO[Si](C)(C)C(C)(C)C (N-tert-butyl-4-(tert-butyl-dimethylsilyloxy)butanesulfonamide). As a reaction SMILES: C(NC(C)C)(C)C.C([Li])CCC.[C:13]([NH:17][S:18]([CH3:21])(=[O:20])=[O:19])([CH3:16])([CH3:15])[CH3:14].Br[CH2:23][CH2:24][CH2:25][O:26][Si:27]([C:30]([CH3:33])([CH3:32])[CH3:31])([CH3:29])[CH3:28]>O1CCCC1.CCCCCC>[C:13]([NH:17][S:18]([CH2:21][CH2:23][CH2:24][CH2:25][O:26][Si:27]([C:30]([CH3:31])([CH3:33])[CH3:32])([CH3:28])[CH3:29])(=[O:20])=[O:19])([CH3:16])([CH3:15])[CH3:14]. Procedure: To a solution of diisopropylamine (3.7 ml) in tetrahydrofuran (18 ml) was added dropwise a 1.6 M solution (15 ml) of 1-butyllithium in n-hexane under a nitrogen atmosphere at an inside temperature of from −62° C. to −48° C. over 5 minutes. After stirring for 30 min under ice-cooling, a solution of N-tert-butylmethanesulfonamide(3.63 g) in tetrahydrofuran (12 ml) was added dropwise at an inside temperature of from −63° C. to −59° C. over 5 minutes. After stirring for 1 hr under ice-cooling, the m... Starting materials: C12CC(CC(CCC1)S2)C=O (9-thia-bicyclo[3.3.1]nonane-3-carbaldehyde), BrC1=CC=C(C=C1)I (1-bromo-4-iodobenzene), C(C)(C)[Mg]Cl (isopropylmagnesium chloride). The solvent is C1CCOC1 (THF), C1CCOC1 (THF). Run at temperature -25 celsius, time 2 hour. Yields the product BrC1=CC=C(C=C1)C(O)C1CC2CCCC(C1)S2 ((4-Bromo-phenyl)-(9-thia-bicyclo[3.3.1]non-3-yl)methanol). Isolated yield 61.3%. Reaction SMILES: [Br:1][C:2]1[CH:7]=[CH:6][C:5](I)=[CH:4][CH:3]=1.C([Mg]Cl)(C)C.[CH:14]12[S:22][CH:18]([CH2:19][CH2:20][CH2:21]1)[CH2:17][CH:16]([CH:23]=[O:24])[CH2:15]2>C1COCC1>[Br:1][C:2]1[CH:7]=[CH:6][C:5]([CH:23]([CH:16]2[CH2:17][CH:18]3[S:22][CH:14]([CH2:21][CH2:20][CH2:19]3)[CH2:15]2)[OH:24])=[CH:4][CH:3]=1. Reported procedure: To a solution of 1-bromo-4-iodobenzene (1.462 g, 5.17 mmol) in THF (13 ml) at −30° C. to −25° C. was added isopropylmagnesium chloride 2M in THF (2.82 ml, 5.64 mmol). The reaction mixture was stirred at −30 to −20° C. for 2 hrs, allowed to warm to −3° C. and 9-thia-bicyclo[3.3.1]nonane-3-carbaldehyde (800 mg, 4.70 mmol) was added, the syringe was rinsed with THF (1 ml) and the solution was stirred for 1.5 hrs while cooled in an ice bath. The reaction mixture was quenched at 0° C. with a solution...